The task is: describe an organic reaction: reactants, conditions, products, and yield. This data is from the Open Reaction Database (ORD), a public repository of structured organic reaction records. Starting materials: CC[SiH](CC)CC, ClCCl, COC(=O)C(=O)CCC1(NS(=O)C(C)(C)C)CCN(C(=O)N(C)C(C)c2cc(C(F)(F)F)cc(C(F)(F)F)c2)C(c2ccc(F)cc2C)C1, O=C(O)C(F)(F)F, [Na+], O=C([O-])O. The product is COC(=O)C1CCC2(CCN(C(=O)N(C)C(C)c3cc(C(F)(F)F)cc(C(F)(F)F)c3)C(c3ccc(F)cc3C)C2)N1. As a reaction SMILES: [CH2:57]([SiH:58]([CH2:59][CH3:60])[CH2:61][CH3:62])[CH3:63].[Cl:69][CH2:70][Cl:71].[F:1][C:2]([c:3]1[cH:4][c:5]([CH:13]([CH3:14])[N:15]([C:16](=[O:17])[N:18]2[CH:19]([c:39]3[c:40]([CH3:46])[cH:41][c:42]([F:45])[cH:43][cH:44]3)[CH2:20][C:21]([NH:24][S:26]([C:27]([CH3:28])([CH3:29])[CH3:30])=[O:38])([CH2:31][CH2:32][C:33](=[O:25])[C:34](=[O:35])[O:36][CH3:37])[CH2:22][CH2:23]2)[CH3:47])[cH:6][c:7]([C:9]([F:10])([F:11])[F:12])[cH:8]1)([F:48])[F:49].[F:50][C:51]([F:52])([F:53])[C:54]([OH:55])=[O:56].[Na+:68].[O-:64][C:65]([OH:66])=[O:67]>>[F:1][C:2]([c:3]1[cH:4][c:5]([CH:13]([CH3:14])[N:15]([C:16](=[O:17])[N:18]2[CH:19]([c:39]3[c:40]([CH3:46])[cH:41][c:42]([F:45])[cH:43][cH:44]3)[CH2:20][C:21]3([CH2:22][CH2:23]2)[NH:24][CH:33]([C:34](=[O:35])[O:36][CH3:37])[CH2:32][CH2:31]3)[CH3:47])[cH:6][c:7]([C:9]([F:10])([F:11])[F:12])[cH:8]1)([F:48])[F:49]. The reactants are NC1=NNC=2C(N(CCC21)C2=CC=C(C=C2)C)=O (3-amino-5,6-dihydro-6-N-(p-tolyl)-1H-pyrazolo[3,4-c]pyridin-7(4H)-one), C([O-])([O-])=O.[K+].[K+] (potassium carbonate), ClCCC(=O)N1CCN(CC1)C1=CC=C(C=C1)C(F)(F)F (3-chloro-1-[4-{4-(trifluoromethyl)phenyl}piperazin-1-yl]propan-1-one). The product is NC1=NN(C=2C(N(CCC21)C2=CC=C(C=C2)C)=O)C(CCN2CCN(CC2)C2=CC=C(C=C2)C(F)(F)F)=O (3-amino-1-[{4-(4-trifluoromethylphenyl)piperazin-1-yl}propanoyl]-6-N-(p-tolyl)-4,5,6,7-tetrahydro-1H-pyrazolo[3,4-c]pyridin-7-one). Reaction SMILES: [NH2:1][C:2]1[C:10]2[CH2:9][CH2:8][N:7]([C:11]3[CH:16]=[CH:15][C:14]([CH3:17])=[CH:13][CH:12]=3)[C:6](=[O:18])[C:5]=2[NH:4][N:3]=1.[C:19](=[O:22])([O-])[O-].[K+].[K+].ClC[CH2:27][C:28]([N:30]1[CH2:35][CH2:34][N:33]([C:36]2[CH:41]=[CH:40][C:39]([C:42]([F:45])([F:44])[F:43])=[CH:38][CH:37]=2)[CH2:32][CH2:31]1)=O>>[NH2:1][C:2]1[C:10]2[CH2:9][CH2:8][N:7]([C:11]3[CH:16]=[CH:15][C:14]([CH3:17])=[CH:13][CH:12]=3)[C:6](=[O:18])[C:5]=2[N:4]([C:19](=[O:22])[CH2:27][CH2:28][N:30]2[CH2:31][CH2:32][N:33]([C:36]3[CH:37]=[CH:38][C:39]([C:42]([F:45])([F:43])[F:44])=[CH:40][CH:41]=3)[CH2:34][CH2:35]2)[N:3]=1 |f:1.2.3|. Procedure: A target compound (176.3 mg, 0.334 mmol, 85.4%) was yielded as solid in the same manner as Example 1 by reacting 3-amino-5,6-dihydro-6-N-(p-tolyl)-1H-pyrazolo[3,4-c]pyridin-7(4H)-one (95 mg, 0.392 mmol) with potassium carbonate (81.2 mg, 0.588 mmol) and 3-chloro-1-[4-{4-(trifluoromethyl)phenyl}piperazin-1-yl]propan-1-one (138.2 mg, 0.431 mmol). The reactants are COC([C@H]1N(C[C@@H](C1)CN(C(=NC(=O)OC(C)(C)C)N)C(=O)OC(C)(C)C)C(=O)OC(C)(C)C)=O ((4R)-1-(tert-Butyloxycarbonyl)-4-[N,N'-bis(tert-butyloxy-carbonyl)guanidinomethyl]-L-proline methyl ester), Cl (HCl). Solvent: O1CCOCC1 (dioxane). Product: Cl.Cl.COC([C@H]1NC[C@@H](C1)CNC(=N)N)=O ((4R)-4-(Guanidinomethyl)-L-Proline Methyl Ester Dihydrochloride). As a reaction SMILES: [CH3:1][O:2][C:3](=[O:35])[C@@H:4]1[CH2:8][C@@H:7]([CH2:9][N:10](C(OC(C)(C)C)=O)[C:11]([NH2:20])=[N:12]C(OC(C)(C)C)=O)[CH2:6][N:5]1C(OC(C)(C)C)=O.[ClH:36]>O1CCOCC1>[ClH:36].[ClH:36].[CH3:1][O:2][C:3](=[O:35])[C@@H:4]1[CH2:8][C@@H:7]([CH2:9][NH:10][C:11]([NH2:20])=[NH:12])[CH2:6][NH:5]1 |f:3.4.5|. Procedure details: (4R)-1-(tert-Butyloxycarbonyl)-4-[N,N'-bis(tert-butyloxy-carbonyl)guanidinomethyl]-L-proline methyl ester (14 mg, 0.028 mmol) was treated with 4N HCl in dioxane (1 mL) at room temperature overnight. The reaction mixture was evaporated under diminished pressure, coevaporated several times with diethyl ether and several times with methanol. The product was dried under high vacuum; yield 7.6 mg (100%). Mass spectrum: m/z 201 (M+1); 400 MHz 1H NMR (CD3OD): δ2.19 (m, 1H); 2.42 (m, 1H); 2.68 (m, 1H); ... Reactants: O=C1C=CC(=O)C=C1, C=CCC1(CCCC)CCc2cc(OC)ccc2C1=O, CC#N, [O-][Cl+3]([O-])([O-])O, CC(=O)[O-], CC(=O)[O-], O, [Pd+2]. Product: CCCCC1(CC(C)=O)CCc2cc(OC)ccc2C1=O. RXN SMILES: [C:21]1(=[O:22])[CH:23]=[CH:24][C:25](=[O:27])[CH:26]=[CH:28]1.[CH2:1]([CH:2]=[CH2:3])[C:4]1([CH2:17][CH2:18][CH2:19][CH3:20])[C:5](=[O:16])[c:6]2[cH:7][cH:8][c:9]([O:14][CH3:15])[cH:10][c:11]2[CH2:12][CH2:13]1.[CH3:35][C:36]#[N:37].[Cl+3:30]([OH:31])([O-:32])([O-:33])[O-:34].[O-:39][C:40]([CH3:41])=[O:42].[O-:43][C:44]([CH3:45])=[O:46].[OH2:29].[Pd+2:38]>>[CH2:1]([C:2]([CH3:3])=[O:27])[C:4]1([CH2:17][CH2:18][CH2:19][CH3:20])[C:5](=[O:16])[c:6]2[cH:7][cH:8][c:9]([O:14][CH3:15])[cH:10][c:11]2[CH2:12][CH2:13]1. Procedure details: 2-Chloromethyl-5-(4-iodophenyl)-[1,3,4]oxadiazole (Intermediate 7) (48 mg, 0.15 mmol) and potassium iodide (25 mg, 0.15 mmol) were dissolved in pyrrolidine (2 ml) and stirred for 18 hours at 20° C. The amine was then removed in vacuo and the product was purified on a 10 g silica SPE cartridge (stepped solvent gradient 80:20 ethyl acetate:cyclohexane, 100% ethyl acetate, 95:5 ethyl acetate:methanol). Product: IC1=CC=C(C=C1)C=1OC(=NN1)CN1CCCC1 (2-(4-Iodophenyl)-5-pyrrolidin-1-ylmethyl-[1,3,4]oxadiazole). Run at temperature 20 celsius, time 18 hour. RXN SMILES: Cl[CH2:2][C:3]1[O:4][C:5]([C:8]2[CH:13]=[CH:12][C:11]([I:14])=[CH:10][CH:9]=2)=[N:6][N:7]=1.[I-].[K+].[NH:17]1[CH2:21][CH2:20][CH2:19][CH2:18]1>>[I:14][C:11]1[CH:12]=[CH:13][C:8]([C:5]2[O:4][C:3]([CH2:2][N:17]3[CH2:21][CH2:20][CH2:19][CH2:18]3)=[N:7][N:6]=2)=[CH:9][CH:10]=1 |f:1.2|. Reactants: ClCC=1OC(=NN1)C1=CC=C(C=C1)I (2-Chloromethyl-5-(4-iodophenyl)-[1,3,4]oxadiazole), ClCC=1OC(=NN1)C1=CC=C(C=C1)I (2-Chloromethyl-5-(4-iodophenyl)-[1,3,4]oxadiazole), [I-].[K+] (potassium iodide), N1CCCC1 (pyrrolidine). The reactants are CN(C)c1cccc2c(S(=O)(=O)Cl)cccc12, CN(C)c1ccncc1, Cc1cc(Br)cnc1N, c1ccncc1. Yields the product Cc1cc(Br)cnc1NS(=O)(=O)c1cccc2c(N(C)C)cccc12. RXN SMILES: [CH3:1][N:2]([c:3]1[c:4]2[cH:5][cH:6][cH:7][c:8]([S:13](=[O:14])(=[O:15])[Cl:16])[c:9]2[cH:10][cH:11][cH:12]1)[CH3:17].[CH3:27][N:28]([CH3:29])[c:30]1[cH:31][cH:32][n:33][cH:34][cH:35]1.[NH2:18][c:19]1[n:20][cH:21][c:22]([Br:26])[cH:23][c:24]1[CH3:25].[cH:36]1[cH:37][cH:38][n:39][cH:40][cH:41]1>>[CH3:1][N:2]([c:3]1[c:4]2[cH:5][cH:6][cH:7][c:8]([S:13](=[O:14])(=[O:15])[NH:18][c:19]3[n:20][cH:21][c:22]([Br:26])[cH:23][c:24]3[CH3:25])[c:9]2[cH:10][cH:11][cH:12]1)[CH3:17]. Reactants: C(C)(=O)O[C@H]1[C@H](OCCSCCCCCCCC)O[C@@H]([C@@H]([C@@H]1OC(C)=O)OC(C)=O)COC(C)=O (2-(Octylthio)ethyl 2,3,4,6-tetra-O-acetyl-β-D-galactopyranoside), C(C)(=O)O[C@H]1[C@H](OCCBr)O[C@@H]([C@@H]([C@@H]1OC(C)=O)O[C@@H]1[C@H](OC(C)=O)[C@@H](OC(C)=O)[C@@H](OC(C)=O)[C@H](O1)COC(C)=O)COC(C)=O (2-Bromoethyl 2,3,6-tri-O-acetyl-4-O-(2,3,4,6-tetra-O-acetyl-α-D-galactopyranosyl)-β-D-galactopyranoside), C(CCCCCCC)S (octanethiol), C([O-])([O-])=O.[Cs+].[Cs+] (cesium carbonate). The reagents and catalysts are [Cl-].C[N+](CCCCCCCC)(CCCCCCCC)CCCCCCCC (methyltrioctylammonium chloride). Solvent: O (water), C1=CC=CC=C1 (benzene). Product: C(C)(=O)O[C@H]1[C@H](OCCSCCCCCCCC)O[C@@H]([C@@H]([C@@H]1OC(C)=O)O[C@@H]1[C@H](OC(C)=O)[C@@H](OC(C)=O)[C@@H](OC(C)=O)[C@H](O1)COC(C)=O)COC(C)=O (2-(Octylthio)ethyl 2,3,6-tri-O-acetyl-4-O-(2,3,4,6-tetra-O-acetyl-α-D-galactopyranosyl)-β-D-galactopyranoside). The yield is 47.5%. RXN SMILES: [C:1]([O:4][C@@H:5]1[C@@H:14]([O:15][C:16](=[O:18])[CH3:17])[C@@H:13]([O:19][C@H:20]2[O:37][C@H:36]([CH2:38][O:39][C:40](=[O:42])[CH3:41])[C@H:31]([O:32][C:33](=[O:35])[CH3:34])[C@H:26]([O:27][C:28](=[O:30])[CH3:29])[C@H:21]2[O:22][C:23](=[O:25])[CH3:24])[C@@H:12]([CH2:43][O:44][C:45](=[O:47])[CH3:46])[O:11][C@H:6]1[O:7][CH2:8][CH2:9]Br)(=[O:3])[CH3:2].[CH2:48]([SH:56])[CH2:49][CH2:50][CH2:51][CH2:52][CH2:53][CH2:54][CH3:55].C(=O)([O-])[O-].[Cs+].[Cs+].C(O[C@@H]1[C@@H](OC(=O)C)[C@@H](OC(=O)C)[C@@H](COC(=O)C)O[C@H]1OCCSCCCCCCCC)(=O)C>[Cl-].C[N+](CCCCCCCC)(CCCCCCCC)CCCCCCCC.C1C=CC=CC=1.O>[C:1]([O:4][C@@H:5]1[C@@H:14]([O:15][C:16](=[O:18])[CH3:17])[C@@H:13]([O:19][C@H:20]2[O:37][C@H:36]([CH2:38][O:39][C:40](=[O:42])[CH3:41])[C@H:31]([O:32][C:33](=[O:35])[CH3:34])[C@H:26]([O:27][C:28](=[O:30])[CH3:29])[C@H:21]2[O:22][C:23](=[O:25])[CH3:24])[C@@H:12]([CH2:43][O:44][C:45](=[O:47])[CH3:46])[O:11][C@H:6]1[O:7][CH2:8][CH2:9][S:56][CH2:48][CH2:49][CH2:50][CH2:51][CH2:52][CH2:53][CH2:54][CH3:55])(=[O:3])[CH3:2] |f:2.3.4,6.7|. Procedure: Compound 15 (484 mg; 0.65 mmol), octanethiol (110 mg; 0.75 mmol; 130 μl), methyltrioctylammonium chloride (ca 10 mg) and cesium carbonate (245 mg; 0.75 mmol) were dissolved in benzene (1 ml) and water (1 ml). The reaction mixture was treated as for compound 21. Chromatography gave the title compound (23) (250 mg) and starting compound 15 (160 mg). Yield (based on consumed 15): 71%; [α]D21 +65.3° (c 1.4; CHCl3); 1H-NMR (CDCl3, TMS) δ 5.57 (dd, 1H, J4',5' =1 Hz, H4'), 5.39 (dd, 1H, J2', 3'=11 Hz, ...